Dataset: the Open Reaction Database (ORD), a public repository of structured organic reaction records. Task: describe an organic reaction: reactants, conditions, products, and yield Reactants: CCO (EtOH), [OH-].[Li+] (lithium hydroxide), O (H2O), C1(CCCC1)C1=NN(C(=C1)NC(=O)NC1=C(C(=CC=C1)Cl)Cl)C1=CC=C2CCC(C2=C1)C(=O)OCC (ethyl 6-(3-cyclopentyl-5-(3-(2,3-dichlorophenyl)ureido)-1H-pyrazol-1-yl)-2,3-dihydro-1H-indene-1-carboxylate). Solvent: O1CCOCC1 (dioxane), C(CC(O)(C(=O)O)CC(=O)O)(=O)O (citric acid), C(C)(=O)OCC (Ethyl acetate). The product is C1(CCCC1)C1=NN(C(=C1)NC(=O)NC1=C(C(=CC=C1)Cl)Cl)C1=CC=C2CCC(C2=C1)C(=O)O (6-(3-cyclopentyl-5-(3-(2,3-dichlorophenyl)ureido)-1H-pyrazol-1-yl)-2,3-dihydro-1H-indene-1-carboxylic acid). Reaction SMILES: CCO.O.[CH:5]1([C:10]2[CH:14]=[C:13]([NH:15][C:16]([NH:18][C:19]3[CH:24]=[CH:23][CH:22]=[C:21]([Cl:25])[C:20]=3[Cl:26])=[O:17])[N:12]([C:27]3[CH:35]=[C:34]4[C:30]([CH2:31][CH2:32][CH:33]4[C:36]([O:38]CC)=[O:37])=[CH:29][CH:28]=3)[N:11]=2)[CH2:9][CH2:8][CH2:7][CH2:6]1.[OH-].[Li+]>C(O)(=O)CC(CC(O)=O)(C(O)=O)O.C(OCC)(=O)C.O1CCOCC1>[CH:5]1([C:10]2[CH:14]=[C:13]([NH:15][C:16]([NH:18][C:19]3[CH:24]=[CH:23][CH:22]=[C:21]([Cl:25])[C:20]=3[Cl:26])=[O:17])[N:12]([C:27]3[CH:35]=[C:34]4[C:30]([CH2:31][CH2:32][CH:33]4[C:36]([OH:38])=[O:37])=[CH:29][CH:28]=3)[N:11]=2)[CH2:6][CH2:7][CH2:8][CH2:9]1 |f:3.4|. Procedure: In a 1:1:1 mix of EtOH:H2O:dioxane (6 mL) was placed ethyl 6-(3-cyclopentyl-5-(3-(2,3-dichlorophenyl)ureido)-1H-pyrazol-1-yl)-2,3-dihydro-1H-indene-1-carboxylate (520 mg, 0.986 mmol) and lithium hydroxide (71 mg, 2.96 mmol). The solution warmed to 40 C and stirred, ON. LC shows complete reaction. The solution cooled to RT and diluted with 5% citric acid (20 mL) and Ethyl acetate (20 mL). The organic phase separated, washed with brine and dried over sodium sulfate. The solvents were evaporated at... The reactants are C(C)N(S(=O)(=O)C=1C=C(C(=O)OCC[Si](C)(C)C)C=CC1)C1=CC=C(C=C1)C(=O)OC (2-(trimethylsilyl)ethyl 3-{ethyl[4-(methoxycarbonyl)phenyl]sulfamoyl}benzoate), CCCC[N+](CCCC)(CCCC)CCCC.[F-] (TBAF), Cl (hydrochloric acid). Solvent: C1CCOC1 (THF), C1CCOC1 (THF). Reaction conditions: time 15 hour. Yields the product C(C)N(S(=O)(=O)C=1C=C(C(=O)O)C=CC1)C1=CC=C(C=C1)C(=O)OC (3-{ethyl[4-(methoxycarbonyl)phenyl]sulfamoyl}benzoic acid). Yield: 92.0%. Reaction SMILES: [CH2:1]([N:3]([C:22]1[CH:27]=[CH:26][C:25]([C:28]([O:30][CH3:31])=[O:29])=[CH:24][CH:23]=1)[S:4]([C:7]1[CH:8]=[C:9]([CH:19]=[CH:20][CH:21]=1)[C:10]([O:12]CC[Si](C)(C)C)=[O:11])(=[O:6])=[O:5])[CH3:2].CCCC[N+](CCCC)(CCCC)CCCC.[F-].Cl>C1COCC1>[CH2:1]([N:3]([C:22]1[CH:23]=[CH:24][C:25]([C:28]([O:30][CH3:31])=[O:29])=[CH:26][CH:27]=1)[S:4]([C:7]1[CH:8]=[C:9]([CH:19]=[CH:20][CH:21]=1)[C:10]([OH:12])=[O:11])(=[O:6])=[O:5])[CH3:2] |f:1.2|. Procedure: To a mixture of 330 mg of 2-(trimethylsilyl)ethyl 3-{ethyl[4-(methoxycarbonyl)phenyl]sulfamoyl}benzoate and 5.0 mL of THF was added a solution of TBAF in THF (1.0 M, 1.42 mL), followed by stirring at room temperature for 15 hours. To the reaction mixture was added a 0.1 M aqueous hydrochloric acid solution, followed by extraction with ethyl acetate. The organic layer was washed with a 0.1 M aqueous hydrochloric acid solution and a 10% aqueous citric acid solution, and dried over anhydrous sodium... Reactants: N1C=NC=C1 (imidazole), C(#N)C1=CC=C(C(=O)NNC([C@@H]([C@H](C)O)NC2=CC(=C(C=C2)C#N)C(F)(F)F)=O)C=C1 (4-cyano-N′-((2R,3S)-2-(4-cyano-3-(trifluoromethyl)phenylamino)-3-hydroxybutanoyl)benzohydrazide), CC(C)(C)[Si](C)(C)Cl (TBSCl). Solvent: CN(C)C=O (DMF). Run at time 18 hour. Yields the product [Si](C)(C)(C(C)(C)C)O[C@H]([C@H](C(=O)NNC(C1=CC=C(C=C1)C#N)=O)NC1=CC(=C(C=C1)C#N)C(F)(F)F)C (N′-((2R,3S)-3-(tert-Butyldimethylsilyloxy)-2-(4-cyano-3-(trifluoromethyl)phenylamino)but-anoyl)-4-cyanobenzohydrazide). Yield: 55.8%. Reaction SMILES: [C:1]([C:3]1[CH:31]=[CH:30][C:6]([C:7]([NH:9][NH:10][C:11](=[O:29])[C@H:12]([NH:16][C:17]2[CH:22]=[CH:21][C:20]([C:23]#[N:24])=[C:19]([C:25]([F:28])([F:27])[F:26])[CH:18]=2)[C@@H:13]([OH:15])[CH3:14])=[O:8])=[CH:5][CH:4]=1)#[N:2].N1C=CN=C1.[CH3:37][C:38]([Si:41](Cl)([CH3:43])[CH3:42])([CH3:40])[CH3:39]>CN(C=O)C>[Si:41]([O:15][C@@H:13]([CH3:14])[C@@H:12]([NH:16][C:17]1[CH:22]=[CH:21][C:20]([C:23]#[N:24])=[C:19]([C:25]([F:28])([F:27])[F:26])[CH:18]=1)[C:11]([NH:10][NH:9][C:7](=[O:8])[C:6]1[CH:5]=[CH:4][C:3]([C:1]#[N:2])=[CH:31][CH:30]=1)=[O:29])([C:38]([CH3:40])([CH3:39])[CH3:37])([CH3:43])[CH3:42]. Procedure details: To a pre-cooled (0° C.) solution of 4-cyano-N′-((2R,3S)-2-(4-cyano-3-(trifluoromethyl)phenylamino)-3-hydroxybutanoyl)benzohydrazide (1.49 g, 3.45 mmol) in DMF (100 mL) was added imidazole (1.88 g, 27.63 mmol) then TBSCl (2.08 g, 13.82 mmol). The reaction was warmed slowly to room temperature, stirred for 18 h, cooled to 0° C. and quenched with H2O (300 mL). The solution was extracted with EtOAc (250 mL). The organic extract was washed with H2O (2×100 mL) and 5% aq. citric acid (3×80 mL), dried (... The solvent is Cl.O1CCOCC1 (hydrochloric acid dioxane). As a reaction SMILES: C([O:5][C:6](=[O:14])[C@H:7]([CH3:13])[CH2:8][S:9]([CH3:12])(=[O:11])=[O:10])(C)(C)C>Cl.O1CCOCC1>[CH3:13][C@H:7]([CH2:8][S:9]([CH3:12])(=[O:11])=[O:10])[C:6]([OH:14])=[O:5] |f:1.2|. Reactants: C(C)(C)(C)OC([C@@H](CS(=O)(=O)C)C)=O (2(S)-methyl-3-(methylsulfonyl)propionic acid t-butyl ester). Yield: 71.9%. Conditions: time 19 hour. The product is C[C@@H](C(=O)O)CS(=O)(=O)C (2(S)-methyl-3-(methylsulfonyl)propionic acid). Reported procedure: To 2.68 g of 2(S)-methyl-3-(methylsulfonyl)propionic acid t-butyl ester was added 20 mL of 4N hydrochloric acid/dioxane and the mixture stirred at room temperature for 19 hours. The solvent was removed under reduced pressure to afford 2.18 g of crude product, which was recrystallized from ethyl acetate/hexane to yield 1.44 g of 2(S)-methyl-3-(methylsulfonyl)propionic acid as white crystals. The reactants are O=[O+][O-] (Ozone), CS(=O)(=O)OC[C@]1(C(N([C@@H]([C@H](C1)C1=CC(=CC=C1)Cl)C1=CC=C(C=C1)Cl)[C@H](CN(S(=O)(=O)C1CC1)C)CC)=O)CC=C (((3S,5R,6S)-3-Allyl-5-(3-chlorophenyl)-6-(4-chlorophenyl)-1-((S)-1-(N-methylcyclopropanesulfonamido)butan-2-yl)-2-oxopiperidin-3-yl)methyl methanesulfonate), CSC (dimethyl sulfide). Run in CO.C(Cl)Cl (MeOH DCM). Product: CS(=O)(=O)OC[C@]1(C(N([C@@H]([C@H](C1)C1=CC(=CC=C1)Cl)C1=CC=C(C=C1)Cl)[C@H](CN(S(=O)(=O)C1CC1)C)CC)=O)CC=O (((3R,5R,6S)-5-(3-Chlorophenyl)-6-(4-chlorophenyl)-1-((S)-1-(N-methylcyclopropanesulfonamido)butan-2-yl)-2-oxo-3-(2-oxoethyl)piperidin-3-yl)methyl methanesulfonate). Reaction SMILES: [O:1]=[O+][O-].[CH3:4][S:5]([O:8][CH2:9][C@:10]1([CH2:43][CH:44]=C)[CH2:15][C@H:14]([C:16]2[CH:21]=[CH:20][CH:19]=[C:18]([Cl:22])[CH:17]=2)[C@@H:13]([C:23]2[CH:28]=[CH:27][C:26]([Cl:29])=[CH:25][CH:24]=2)[N:12]([C@@H:30]([CH2:40][CH3:41])[CH2:31][N:32]([CH3:39])[S:33]([CH:36]2[CH2:38][CH2:37]2)(=[O:35])=[O:34])[C:11]1=[O:42])(=[O:7])=[O:6].CSC>CO.C(Cl)Cl>[CH3:4][S:5]([O:8][CH2:9][C@:10]1([CH2:43][CH:44]=[O:1])[CH2:15][C@H:14]([C:16]2[CH:21]=[CH:20][CH:19]=[C:18]([Cl:22])[CH:17]=2)[C@@H:13]([C:23]2[CH:24]=[CH:25][C:26]([Cl:29])=[CH:27][CH:28]=2)[N:12]([C@@H:30]([CH2:40][CH3:41])[CH2:31][N:32]([CH3:39])[S:33]([CH:36]2[CH2:37][CH2:38]2)(=[O:35])=[O:34])[C:11]1=[O:42])(=[O:7])=[O:6] |f:3.4|. Procedure details: Ozone was bubbled through a solution of ((3S,5R,6S)-3-allyl-5-(3-chlorophenyl)-6-(4-chlorophenyl)-1-((S)-1-(N-methylcyclopropanesulfonamido)butan-2-yl)-2-oxopiperidin-3-yl)methyl methanesulfonate (Example 414, Step E, 1.12 g, 1.703 mmol) in 10% MeOH-DCM at −78° C. until a blue color developed. The reaction was purged with nitrogen gas followed by addition of dimethyl sulfide (1.251 ml, 17.03 mmol). The reaction was warmed to room temperature. The crude material was purified by chromatography on ... The reactants are FC=1C=CC(=C(C1)C(CC(C(C)C)=O)(C)C)OC (5-(5-fluoro-2-methoxyphenyl)-2,5-dimethylhexan-3-one), CC1=CC=2C=NC=CC2N1 (2-methyl-1H-pyrrolo[3,2-c]pyridine), [Li]CCCC (n-BuLi), C(C)(C)(C)O[K] (tert-BuOK). The solvent is C1CCOC1 (THF), C1CCOC1 (THF). Conditions: time 5 minute. Product: FC=1C=CC(=C(C1)C(CC(C(C)C)(O)CC1=CC=2C=NC=CC2N1)(C)C)OC (5-(5-Fluoro-2-methoxyphenyl)-2,5-dimethyl-3-(1H-pyrrolo[3,2-c]pyridin-2-ylmethyl)hexan-3-ol). Yield: 42.6%. Reaction SMILES: [CH3:1][C:2]1[NH:10][C:9]2[CH:8]=[CH:7][N:6]=[CH:5][C:4]=2[CH:3]=1.[Li]CCCC.C(O[K])(C)(C)C.[F:22][C:23]1[CH:24]=[CH:25][C:26]([O:38][CH3:39])=[C:27]([C:29]([CH3:37])([CH3:36])[CH2:30][C:31](=[O:35])[CH:32]([CH3:34])[CH3:33])[CH:28]=1>C1COCC1>[F:22][C:23]1[CH:24]=[CH:25][C:26]([O:38][CH3:39])=[C:27]([C:29]([CH3:37])([CH3:36])[CH2:30][C:31]([CH2:1][C:2]2[NH:10][C:9]3[CH:8]=[CH:7][N:6]=[CH:5][C:4]=3[CH:3]=2)([OH:35])[CH:32]([CH3:33])[CH3:34])[CH:28]=1. Reported procedure: A solution of 2-methyl-1H-pyrrolo[3,2-c]pyridine (69 mg, 0.52 mmol) in 4 mL of THF was treated with 610 μL of n-BuLi (2.5 M in hexanes) at −78° C. After 5 minutes, tert-BuOK (1 M in THF, 1.0 mL) was added and the mixture was warmed to room temperature for 1.5 hours. The orange reaction mixture was cooled to −78° C. and 5-(5-fluoro-2-methoxyphenyl)-2,5-dimethylhexan-3-one (110 mg, 0.436 mmol) in 2 mL of THF was added dropwise. The mixture was stirred at −78° C. for 30 minutes, warmed to room temp... Starting materials: O.C(C=O)(=O)O (glyoxylic acid hydrate), CP(C)=O (dimethylphosphine oxide). Run in C(C)(=O)OCC (ethyl acetate), C(C)(=O)OCC (ethyl acetate). Reaction conditions: temperature 25 celsius, time 24 hour. Product: CP(=O)(C(C(=O)O)O)C (2-(Dimethylphosphinoyl)-2-hydroxy-acetic acid). As a reaction SMILES: O.[C:2]([OH:6])(=[O:5])[CH:3]=[O:4].[CH3:7][PH:8](=[O:10])[CH3:9]>C(OCC)(=O)C>[CH3:7][P:8]([CH3:9])([CH:3]([OH:4])[C:2]([OH:6])=[O:5])=[O:10] |f:0.1|. Procedure: 14.8 g (0.2 mol) of glyoxylic acid hydrate in 80 ml of ethyl acetate are added dropwise to a solution of 15.6 g (0.2 mol) of dimethylphosphine oxide in 80 ml of ethyl acetate. During this addition, the temperature rises slightly. The mixture is stirred at 25° C. for 24 hours and the product is filtered off with suction and washed with a little ethyl acetate to give, after drying, 20.2 g (66.5%) of the desired product of melting point 206°-208°. Reactants: C(C)[Si](O[C@H]1C(N[C@H]1C=1OC=CC1)=O)(CC)CC ((3R,4R)-3-Triethylsilyloxy-4-(2-furyl)azetidin-2-one), C(C)(C)N(CC)C(C)C (diisopropylethyl amine), C(CCC)OC(=O)Cl (butylchloroformate). Reagents/catalysts: CN(C)C=1C=CN=CC1 (DMAP). Run in ClCCl (dichloromethane), ClCCl (dichloromethane). Reaction conditions: time 1 hour. Yields the product C(C)[Si](O[C@H]1C(N([C@H]1C=1OC=CC1)C(=O)OCCCC)=O)(CC)CC ((3R, 4R)-3-Triethylsilyloxy-4-(2-furyl)-N-n-butyloxycarbonylazetidin-2-one). The yield is 65.6%. RXN SMILES: [CH2:1]([Si:3]([CH2:17][CH3:18])([CH2:15][CH3:16])[O:4][C@@H:5]1[C@H:8]([C:9]2[O:10][CH:11]=[CH:12][CH:13]=2)[NH:7][C:6]1=[O:14])[CH3:2].C(N(C(C)C)CC)(C)C.[CH2:28]([O:32][C:33](Cl)=[O:34])[CH2:29][CH2:30][CH3:31]>ClCCl.CN(C1C=CN=CC=1)C>[CH2:17]([Si:3]([CH2:15][CH3:16])([CH2:1][CH3:2])[O:4][C@@H:5]1[C@H:8]([C:9]2[O:10][CH:11]=[CH:12][CH:13]=2)[N:7]([C:33]([O:32][CH2:28][CH2:29][CH2:30][CH3:31])=[O:34])[C:6]1=[O:14])[CH3:18]. Procedure: (3R,4R)-3-Triethylsilyloxy-4-(2-furyl)azetidin-2-one (0.58 g, 2.17 mmol) in 30 mL of dichloromethane was stirred with diisopropylethyl amine (0.4 mL, 2.30 mmol) and butylchloroformate (0.3 mL, 2.36 mmol) in addition to a catalytic amount of DMAP. The solution was stirred for 1 h and diluted with dichloromethane and washed with brine, dried over MgSO4 and concentrated. The residue was chromatographed over silica gel (eluted with 3:1 hexane/ethyl acetate) to give 523 mg of product (Y: 65%); IR(KBr... Reactants: C(C)(C)(C)OC(=O)N[C@@H](CC1CCCCC1)[C@@H]1C[C@H](C(O1)=O)C(C)C ((3S, 5S)-5-[(1S)-1-(t-butoxycarbonyl)amino-2-cyclohexylethyl]-3-isopropyldihydrofuran-2(3H)-one), C(CCC)N (butylamine). Solvent: CO (methanol). Run at temperature 100 celsius. Product: C(C)(C)(C)OC(=O)N[C@H]([C@H](C[C@H](C(=O)NCCCC)C(C)C)O)CC1CCCCC1 ((2S, 4S, 5S)-5-(t-Butoxycarbonyl)amino-6-cyclohexyl-4-hydroxy-2-isopropyl-N-butylhexanamide). Isolated yield 97.7%. Reaction SMILES: [C:1]([O:5][C:6]([NH:8][C@H:9]([C@H:17]1[O:21][C:20](=[O:22])[C@H:19]([CH:23]([CH3:25])[CH3:24])[CH2:18]1)[CH2:10][CH:11]1[CH2:16][CH2:15][CH2:14][CH2:13][CH2:12]1)=[O:7])([CH3:4])([CH3:3])[CH3:2].[CH2:26]([NH2:30])[CH2:27][CH2:28][CH3:29]>CO>[C:1]([O:5][C:6]([NH:8][C@@H:9]([CH2:10][CH:11]1[CH2:16][CH2:15][CH2:14][CH2:13][CH2:12]1)[C@@H:17]([OH:21])[CH2:18][C@@H:19]([CH:23]([CH3:24])[CH3:25])[C:20]([NH:30][CH2:26][CH2:27][CH2:28][CH3:29])=[O:22])=[O:7])([CH3:4])([CH3:3])[CH3:2]. Procedure details: A mixture of 890 mg (2.52 mmole) of (3S, 5S)-5-[(1S)-1-(t-butoxycarbonyl)amino-2-cyclohexylethyl]-3-isopropyldihydrofuran-2(3H)-one (prepared as described in Preparation 1) and 2.5 ml (25.3 mmole) of butylamine was heated at 100° C. for 4 hours. At the end of this time, an excess of the butylamine was removed by distillation under reduced pressure, and the resulting residue was purified by medium pressure column chromatography through silica gel (using a 20:1 by volume mixture of methylene chlor... The reactants are CC(C)(C)[Si](C)(C)Cl, CN(C)C=O, O, CC(C)=CCCC1(C)CC(=O)c2cc(O)c(C)c(C)c2O1, c1c[nH]cn1. The product is CC(C)=CCCC1(C)CC(=O)c2cc(O[Si](C)(C)C(C)(C)C)c(C)c(C)c2O1. RXN SMILES: [C:22]([CH3:23])([CH3:24])([CH3:25])[Si:26]([CH3:27])([CH3:28])[Cl:29].[O:36]=[CH:37][N:38]([CH3:39])[CH3:40].[OH2:35].[OH:1][c:2]1[c:3]([CH3:21])[c:4]([CH3:20])[c:5]2[c:6]([cH:19]1)[C:7](=[O:18])[CH2:8][C:9]([CH2:11][CH2:12][CH:13]=[C:14]([CH3:15])[CH3:16])([CH3:17])[O:10]2.[nH:30]1[cH:31][cH:32][n:33][cH:34]1>>[O:1]([c:2]1[c:3]([CH3:21])[c:4]([CH3:20])[c:5]2[c:6]([cH:19]1)[C:7](=[O:18])[CH2:8][C:9]([CH2:11][CH2:12][CH:13]=[C:14]([CH3:15])[CH3:16])([CH3:17])[O:10]2)[Si:26]([C:22]([CH3:23])([CH3:24])[CH3:25])([CH3:27])[CH3:28].